This data is from the Open Reaction Database (ORD), a public repository of structured organic reaction records. The task is: describe an organic reaction: reactants, conditions, products, and yield The reactants are ClC1=NC=NC2=CC(=C(C=C12)OCCCl)OCCOC (4-chloro-6-(2-chloro-ethoxy)-7-(2-methoxyethoxy)-quinazoline), C(#C)C=1C=C(N)C=CC1 (3-ethynyl-aniline). Yields the product Cl.ClCCOC=1C=C2C(=NC=NC2=CC1OCCOC)NC1=CC(=CC=C1)C#C ([6-(2-Chloro-ethoxy)-7-(2-methoxy-ethoxy)-quinazolin-4-yl]-(3-ethynyl-phenyl)-amine Hydrochloride). As a reaction SMILES: [Cl:1][C:2]1[C:11]2[C:6](=[CH:7][C:8]([O:16][CH2:17][CH2:18][O:19][CH3:20])=[C:9]([O:12][CH2:13][CH2:14][Cl:15])[CH:10]=2)[N:5]=[CH:4][N:3]=1.[C:21]([C:23]1[CH:24]=[C:25]([CH:27]=[CH:28][CH:29]=1)[NH2:26])#[CH:22]>>[ClH:1].[Cl:15][CH2:14][CH2:13][O:12][C:9]1[CH:10]=[C:11]2[C:6](=[CH:7][C:8]=1[O:16][CH2:17][CH2:18][O:19][CH3:20])[N:5]=[CH:4][N:3]=[C:2]2[NH:26][C:25]1[CH:27]=[CH:28][CH:29]=[C:23]([C:21]#[CH:22])[CH:24]=1 |f:2.3|. Procedure: The title product was prepared from 4-chloro-6-(2-chloro-ethoxy)-7-(2-methoxyethoxy)-quinazoline (399 mg, 1.26 mmol) and 3-ethynyl-aniline (147 mg, 1.26 mmol) as described for Example 29. (515 mg; 94%; M.P. 215°-225° C. (dec); LC-MS: 398 (MH+); anal. RP18-HPLC RT: 4.85 min.). Starting materials: O=C([O-])[O-], CC(C)O, Clc1ccc(CNC2CCNC2)c(Cl)c1, Clc1ccc(I)cn1, I[Cu]I, [K+], [K+], OCCO. The product is Clc1ccc(CNC2CCN(c3ccc(Cl)nc3)C2)c(Cl)c1. RXN SMILES: [C:9](=[O:10])([O-:11])[O-:12].[CH:34]([OH:35])([CH3:36])[CH3:37].[Cl:15][c:16]1[c:17]([CH2:18][NH:19][CH:20]2[CH2:21][NH:22][CH2:23][CH2:24]2)[cH:25][cH:26][c:27]([Cl:29])[cH:28]1.[Cl:1][c:2]1[n:3][cH:4][c:5]([I:8])[cH:6][cH:7]1.[Cu:38]([I:39])[I:40].[K+:13].[K+:14].[OH:30][CH2:31][CH2:32][OH:33]>>[Cl:1][c:2]1[n:3][cH:4][c:5]([N:22]2[CH2:21][CH:20]([NH:19][CH2:18][c:17]3[c:16]([Cl:15])[cH:28][c:27]([Cl:29])[cH:26][cH:25]3)[CH2:24][CH2:23]2)[cH:6][cH:7]1. Reactants: ClC=1C(=NOC1N(S(=O)(=O)C1=CSC2=NC=CC=C21)COCCOC)C (N-(4-chloro-3-methyl-5-isoxazolyl)-N-(methoxyethoxymethyl)thieno[2,3-b]pyridine-3-sulfonamide), [Li]C(C)(C)C (t-BuLi), C1=CC2=C(C=C1C=O)OCO2 (piperonal). Run in C1CCOC1 (THF), C1CCOC1 (THF). Reaction conditions: time 1 hour. The product is EtOAc hexanes, ClC=1C(=NOC1N(S(=O)(=O)C1=C(SC2=NC=CC=C21)C(C2=CC1=C(C=C2)OCO1)O)COCCOC)C (N-(4-chloro-3-methyl-5-isoxazolyl)-N-(methoxyethoxymethyl)-2-[α-hydroxy-3,4-(methylenedioxy)benzyl]thieno[2,3-b]pyridine-3-sulfonamide). Isolated yield 43.3%. RXN SMILES: [Cl:1][C:2]1[C:3]([CH3:26])=[N:4][O:5][C:6]=1[N:7]([CH2:20][O:21][CH2:22][CH2:23][O:24][CH3:25])[S:8]([C:11]1[C:19]2[C:14](=[N:15][CH:16]=[CH:17][CH:18]=2)[S:13][CH:12]=1)(=[O:10])=[O:9].[Li]C(C)(C)C.[CH:32]1[C:37]([CH:38]=[O:39])=[CH:36][C:35]2[O:40][CH2:41][O:42][C:34]=2[CH:33]=1>C1COCC1>[Cl:1][C:2]1[C:3]([CH3:26])=[N:4][O:5][C:6]=1[N:7]([CH2:20][O:21][CH2:22][CH2:23][O:24][CH3:25])[S:8]([C:11]1[C:19]2[C:14](=[N:15][CH:16]=[CH:17][CH:18]=2)[S:13][C:12]=1[CH:38]([OH:39])[C:37]1[CH:32]=[CH:33][C:34]2[O:42][CH2:41][O:40][C:35]=2[CH:36]=1)(=[O:9])=[O:10]. Procedure: To a solution of N-(4-chloro-3-methyl-5-isoxazolyl)-N-(methoxyethoxymethyl)thieno[2,3-b]pyridine-3-sulfonamide (0.25 g, 0.61 mmoles) in THF (10 ml) at -78° C. was added t-BuLi (1.7 M, 0.46 ml, 0.79 mmoles). Thirty minutes later piperonal (0.14 g, 0.91 mmoles) in THF (2 ml) was added via cannula, as a solution. The cooling bath was removed and the reaction was stirred 1 hr. at ambient temperature and then diluted with EtOAc (50 ml) and washed with H2O (2×75 ml). The organic layer was dried (MgSO4... Reported procedure: Upon cooling to 0° C. by an ice-water bath, 5-cyano-5-cyclohexylmethyl-hexahydro-cyclopenta[c]pyrrole-2-carboxylic acid dimethylamide 15a (1.2 g, 3.95 mmol) was dissolved in 30 mL of dichloromethane with stirring followed by dropwise addition of diisobutylaluminium hydride (11.8 mL, 11.8 mmol). The reaction mixture was reacted for 1 hour. The reaction was monitored by TLC until the disappearance of the starting materials. Then a solution of saturated aqueous potassium sodium tartrate was added. ... Yields the product CN(C(=O)N1CC2C(C1)CC(C2)(C=O)CC2CCCCC2)C (5-cyclohexylmethyl-5-formyl-hexahydro-cyclopenta[c]pyrrole-2-carboxylic acid dimethylamide). The yield is 33.0%. Reactants: [H-].C(C(C)C)[Al+]CC(C)C (diisobutylaluminium hydride), CN(C(=O)N1CC2C(C1)CC(C2)(CC2CCCCC2)C#N)C (5-cyano-5-cyclohexylmethyl-hexahydro-cyclopenta[c]pyrrole-2-carboxylic acid dimethylamide), C(=O)([O-])C(O)C(O)C(=O)[O-].[Na+].[K+] (potassium sodium tartrate). The solvent is ClCCl (dichloromethane). Run at temperature 0 celsius. Reaction SMILES: [CH3:1][N:2]([CH3:22])[C:3]([N:5]1[CH2:9][CH:8]2[CH2:10][C:11]([C:20]#N)([CH2:13][CH:14]3[CH2:19][CH2:18][CH2:17][CH2:16][CH2:15]3)[CH2:12][CH:7]2[CH2:6]1)=[O:4].[H-].C([Al+]CC(C)C)C(C)C.C(C(C(C([O-])=O)O)O)([O-])=[O:34].[Na+].[K+]>ClCCl>[CH3:1][N:2]([CH3:22])[C:3]([N:5]1[CH2:9][CH:8]2[CH2:10][C:11]([CH2:13][CH:14]3[CH2:19][CH2:18][CH2:17][CH2:16][CH2:15]3)([CH:20]=[O:34])[CH2:12][CH:7]2[CH2:6]1)=[O:4] |f:1.2,3.4.5|. Reactants: C1(=CC=CC=C1)C=1C=C2C=CC(=NC2=NC1C1=CC=CC=C1)CCCCCC(=O)OCC (Ethyl 6-(6,7-diphenyl-1,8-naphthyridin-2-yl)hexanoate). The reagents and catalysts are [Pd] (palladium on carbon). The solvent is CCO (EtOH). Run at time 8 hour. The product is C1(=CC=CC=C1)C=1C=C2CCC(NC2=NC1C1=CC=CC=C1)CCCCCC(=O)OCC (rac-Ethyl 6-(6,7-diphenyl-1,2,3,4-tetrahydro-1,8-naphthyridin-2-yl)hexanoate). As a reaction SMILES: [C:1]1([C:7]2[CH:8]=[C:9]3[C:14](=[N:15][C:16]=2[C:17]2[CH:22]=[CH:21][CH:20]=[CH:19][CH:18]=2)[N:13]=[C:12]([CH2:23][CH2:24][CH2:25][CH2:26][CH2:27][C:28]([O:30][CH2:31][CH3:32])=[O:29])[CH:11]=[CH:10]3)[CH:6]=[CH:5][CH:4]=[CH:3][CH:2]=1>CCO.[Pd]>[C:1]1([C:7]2[CH:8]=[C:9]3[C:14](=[N:15][C:16]=2[C:17]2[CH:18]=[CH:19][CH:20]=[CH:21][CH:22]=2)[NH:13][CH:12]([CH2:23][CH2:24][CH2:25][CH2:26][CH2:27][C:28]([O:30][CH2:31][CH3:32])=[O:29])[CH2:11][CH2:10]3)[CH:2]=[CH:3][CH:4]=[CH:5][CH:6]=1. Reported procedure: A stirred solution of ethyl 6-(6,7-diphenyl-1,8-naphthyridin-2-yl)hexanoate (step 2)(280 mg, 0.660 mmol) in EtOH (10 ml) under an atmosphere of argon was treated with 10% palladium on carbon (70.2 mg), purged three times with nitrogen and placed under an atmosphere of hydrogen overnight. The mixture was filtered through Celite® (filter material) and the catalyst was washed with EtOAc (100 ml). The filtrate was concentrated in vacuo to yield the title compound as an off white solid. Purification ... The reactants are COC1=CC=C(C=N1)C=O (6-methoxy-pyridine-3-carbaldehyde), COC(=O)C=P(C1=CC=CC=C1)(C1=CC=CC=C1)C1=CC=CC=C1 ((methoxycarbonylmethylene)triphenylphosphorane), O (water). Run in C(Cl)Cl (DCM). Reaction conditions: time 8 hour. The product is COC(C=CC=1C=NC(=CC1)OC)=O (3-(6-methoxy-pyridin-3-yl)-acrylic acid methyl ester). Isolated yield 73.8%. As a reaction SMILES: [CH3:1][O:2][C:3]1[N:8]=[CH:7][C:6]([CH:9]=O)=[CH:5][CH:4]=1.[CH3:11][O:12][C:13]([CH:15]=P(C1C=CC=CC=1)(C1C=CC=CC=1)C1C=CC=CC=1)=[O:14].O>C(Cl)Cl>[CH3:11][O:12][C:13](=[O:14])[CH:15]=[CH:9][C:6]1[CH:7]=[N:8][C:3]([O:2][CH3:1])=[CH:4][CH:5]=1. Procedure: To a solution of 6-methoxy-pyridine-3-carbaldehyde (1 g, 7.29 mmol, 1 eq) in 50 ml of dry DCM was added portionwise (methoxycarbonylmethylene)triphenylphosphorane (1.05 eq, 2.56 g). The mixture was stirred at room temperature for 16 hours (overnight). The mixture was then poured into 200 ml of water and the organic substances were extracted with DCM (twice, 150 ml of DCM was used in total) The gathered DCM layers were dried and the resulting crude was purified by chromatography on BIOTAGE SP1 pu... Reactants: Br.BrCC(=O)C=1C=NC=CC1 (2-bromo-1-pyridin-3-yl-ethanone hydrobromide), COC(C1=CC(=C(C=C1)C)N)=O (3-amino-4-methyl-benzoic acid methyl ester), C(=O)(O)[O-].[Na+] (NaHCO3). Run in CCO (EtOH). Reaction conditions: time 2 hour. Yields the product COC(C1=CC(=C(C=C1)C)NCC(C=1C=NC=CC1)=O)=O (4-methyl-3-(2-oxo-2-pyridin-3-yl-ethylamino)-benzoic acid methyl ester). The yield is 16.7%. As a reaction SMILES: Br.Br[CH2:3][C:4]([C:6]1[CH:7]=[N:8][CH:9]=[CH:10][CH:11]=1)=[O:5].[CH3:12][O:13][C:14](=[O:23])[C:15]1[CH:20]=[CH:19][C:18]([CH3:21])=[C:17]([NH2:22])[CH:16]=1.C([O-])(O)=O.[Na+]>CCO>[CH3:12][O:13][C:14](=[O:23])[C:15]1[CH:20]=[CH:19][C:18]([CH3:21])=[C:17]([NH:22][CH2:3][C:4](=[O:5])[C:6]2[CH:7]=[N:8][CH:9]=[CH:10][CH:11]=2)[CH:16]=1 |f:0.1,3.4|. Procedure: To a solution of 2-bromo-1-pyridin-3-yl-ethanone hydrobromide (Barlin, G. B. et al. Australian J. Chem, 1989, 1735) (500 mg, 1.78 mmol) in 2 ml of EtOH was added 3-amino-4-methyl-benzoic acid methyl ester (Lancaster; 294 mg, 1.78 mmol) and NaHCO3 (750 mg, 8.9 mmol), and the mixture was stirred for 2 h. The mixture was then filtered and washded with MeOH, then the filtrated was concentrated to a small volume and dissolved in EtOAc. The EtOAc slurry was washed with water and brine, and the washes ... Reactants: FC(C(=O)O)(F)F (trifluoroacetic acid), CO (MeOH), HAuCl4, aqueous solution, [BH4-].[Na+] (NaBH4). Run at time 2 hour. Product: OC1[C@H](O)[C@@H](O)[C@H](O)[C@H](O1)CO (Glc). As a reaction SMILES: F[C:2](F)(F)[C:3]([OH:5])=[O:4].[BH4-].[Na+].[CH3:10][OH:11]>>[OH:4][CH:3]1[O:5][C@H:2]([CH2:10][OH:11])[C@@H:3]([OH:4])[C@H:10]([OH:11])[C@H:2]1[OH:5] |f:1.2|. Procedure: The solution was diluted with MeOH (2.7 mL, total volume: 3.2 mL) and the pH value was adjusted to 1 by addition of trifluoroacetic acid. An aqueous solution of HAuCl4 (314 μL, 0.025M) was added. Then, 1N aqueous solution of NaBH4 (157 μL) was added in several portions with rapid shaking. The black suspension formed was shaken for an additional 2 h and the methanolic layer was separated by decantation[2]. The black solid was dissolved in water (700 μL) and purified by centrifugal filtering (AMIC... Reactants: C(C)ONC(C(=O)OC)=O (methyl (ethoxyamino)-oxoacetate), O.NN (hydrazine hydrate). Solvent: C(C)O (ethanol), C(C)O (ethanol). Reaction conditions: temperature 65 celsius, time 2 hour. The product is C(C)ONC(C(=O)NN)=O (1-(ethoxyamino)-2-(hydrazino)-ethane-1,2-dione). Isolated yield 64.1%. RXN SMILES: [CH2:1]([O:3][NH:4][C:5](=[O:10])[C:6](OC)=[O:7])[CH3:2].O.[NH2:12][NH2:13]>C(O)C>[CH2:1]([O:3][NH:4][C:5](=[O:10])[C:6]([NH:12][NH2:13])=[O:7])[CH3:2] |f:1.2|. Procedure details: A solution of 234 g (1.59 mol) of methyl (ethoxyamino)-oxoacetate in 450 ml of ethanol was added to a solution of 92.8 g (1.855 mol) of hydrazine hydrate in 300 ml of ethanol and the mixture was stirred for 2 hours at 65° C. The mixture was cooled to +10° C., the precipitate was suction filtered, washed with a small amount of cold ethanol, and dried. There was obtained 150 g (64.2% of theory) of 1-(ethoxyamino)-2-(hydrazino)-ethane-1,2-dione as white crystals of m.p. 182° C. Starting materials: CNC (dimethylamine), BrC=1C=CC=2N(C1)N=C(N2)N2CCOCC2 (6-bromo-2-morpholin-4-yl-[1,2,4]triazolo[1,5-a]pyridine). Yields the product BrC=1C=CC=2N(C1)N=C(N2)N(C)C ((6-Bromo-[1,2,4]triazolo[1,5-a]pyridin-2-yl)-dimethyl-amine). Reaction SMILES: CNC.[Br:4][C:5]1[CH:6]=[CH:7][C:8]2[N:9]([N:11]=[C:12]([N:14]3[CH2:19]COC[CH2:15]3)[N:13]=2)[CH:10]=1>>[Br:4][C:5]1[CH:6]=[CH:7][C:8]2[N:9]([N:11]=[C:12]([N:14]([CH3:19])[CH3:15])[N:13]=2)[CH:10]=1. Procedure details: Using dimethylamine, this compound was prepared following the same method as for the synthesis of 6-bromo-2-morpholin-4-yl-[1,2,4]triazolo[1,5-a]pyridine White solid (0.65 g, 75%). MS: m/z=242 (M+H+).